From a dataset of the Open Reaction Database (ORD), a public repository of structured organic reaction records. describe an organic reaction: reactants, conditions, products, and yield The reactants are [N+](=O)([O-])C=1C=C(C=CC1)C=1C=C2C(=CC(NC2=C(C1)C)(C)C)C (1,2-Dihydro-6-(3-nitrophenyl)-2,2,4,8-tetramethylquinoline), [N+](=O)([O-])C=1C=C(C=CC1)C=1C=C2C(=CC(NC2=C(C1)C)(C)C)C (1,2-Dihydro-6-(3-nitrophenyl)-2,2,4,8-tetramethylquinoline), BrC1=CC(=C(N)C=C1)C (4-Bromo-2-methylaniline), II (iodine). The solvent is CC(=O)C (acetone). The product is BrC=1C=C2C=CCNC2=C(C1)C (6-bromo-1,2-dihydro-8-methylquinoline), oil. Reaction SMILES: [N+](C1C=C([C:10]2[CH:11]=[C:12]3[C:17](=[C:18]([CH3:20])[CH:19]=2)[NH:16][C:15](C)(C)[CH:14]=[C:13]3C)C=CC=1)([O-])=O.[Br:24]C1C=CC(N)=C(C)C=1.II>CC(C)=O>[Br:24][C:10]1[CH:11]=[C:12]2[C:17](=[C:18]([CH3:20])[CH:19]=1)[NH:16][CH2:15][CH:14]=[CH:13]2. Procedure details: 1,2-Dihydro-6-(3-nitrophenyl)-2,2,4,8-tetramethylquinoline (Compound 292, structure 86 of Scheme XXII, where R1 =R3-5 =H, R2 =nitro) 4-Bromo-2-methylaniline (5.58 g, 30 mmol) was treated with iodine (0.2 g, 0.9 mmol) and acetone (150 mL) in a sealed tube at 80° C. for 24 h to provide 6-bromo-1,2-dihydro-8-methylquinoline (Compound 85 of Scheme XXII) in 9% yield as a yellow oil (0.70 g). Most of the aniline (>80%) was recovered. A mixture of the 6-bromo-1,2-dihydro-8-methylquinoline (90 mg, 0.33 ... Reactants: [BH3-]C#N, COC(=O)C1CC(N(Cc2cccc(OC)c2)C(=O)CC(C)(C)C)CN1, CC(=O)O, O=Cc1ccc2c(c1)OCO2, [Na+], C1CCOC1. Product: COC(=O)C1CC(N(Cc2cccc(OC)c2)C(=O)CC(C)(C)C)CN1Cc1ccc2c(c1)OCO2. Reaction SMILES: [C:42]([BH3-:43])#[N:44].[CH3:1][O:2][C:3](=[O:4])[CH:5]1[NH:6][CH2:7][CH:8]([N:10]([CH2:11][c:12]2[cH:13][c:14]([O:18][CH3:19])[cH:15][cH:16][cH:17]2)[C:20]([CH2:21][C:22]([CH3:23])([CH3:24])[CH3:25])=[O:26])[CH2:9]1.[CH3:38][C:39](=[O:40])[OH:41].[CH:27](=[O:28])[c:29]1[cH:30][cH:31][c:32]2[c:36]([cH:37]1)[O:35][CH2:34][O:33]2.[Na+:45].[O:46]1[CH2:47][CH2:48][CH2:49][CH2:50]1>>[CH3:1][O:2][C:3](=[O:4])[CH:5]1[N:6]([CH2:27][c:29]2[cH:30][cH:31][c:32]3[c:36]([cH:37]2)[O:35][CH2:34][O:33]3)[CH2:7][CH:8]([N:10]([CH2:11][c:12]2[cH:13][c:14]([O:18][CH3:19])[cH:15][cH:16][cH:17]2)[C:20]([CH2:21][C:22]([CH3:23])([CH3:24])[CH3:25])=[O:26])[CH2:9]1. Starting materials: C(C)(C)(C)C(C(=O)[O-])(OC1=C(C=C(C=C1)C(CN(C)C(CCC1CCN(CC1)C(=O)OC(C)(C)C)=O)=O)OCC(=O)[O-])C(C)(C)C (Di-t-butyl[[4-[[N-[3-(1-t-butyloxycarbonylpiperidin-4-yl)propionyl]-N-methylamino]acetyl]-o-phenylene]dioxy]diacetate). The solvent is FC(C(=O)O)(F)F (trifluoroacetic acid). Product: N1CCC(CC1)CCC(=O)NCC(=O)C1=CC(=C(C=C1)OCC(=O)O)OCC(=O)O ([[4-[[N-[3-(piperidin-4-yl)propionyl]amino]acetyl]-o-phenylene]dioxy]diacetic acid). Isolated yield 121.2%. As a reaction SMILES: C([C:5](C(C)(C)C)([O:9][C:10]1[CH:15]=[CH:14][C:13]([C:16](=[O:37])[CH2:17][N:18]([C:20](=[O:36])[CH2:21][CH2:22][CH:23]2[CH2:28][CH2:27][N:26](C(OC(C)(C)C)=O)[CH2:25][CH2:24]2)C)=[CH:12][C:11]=1[O:38][CH2:39][C:40]([O-:42])=[O:41])[C:6]([O-:8])=[O:7])(C)(C)C>FC(F)(F)C(O)=O>[NH:26]1[CH2:27][CH2:28][CH:23]([CH2:22][CH2:21][C:20]([NH:18][CH2:17][C:16]([C:13]2[CH:14]=[CH:15][C:10]([O:9][CH2:5][C:6]([OH:8])=[O:7])=[C:11]([O:38][CH2:39][C:40]([OH:42])=[O:41])[CH:12]=2)=[O:37])=[O:36])[CH2:24][CH2:25]1. Reported procedure: The compound prepared in (a) (480 mg) was dissolved in 5 ml of trifluoroacetic acid and treated in the same manner as described in Example 9(b) to give the title compound (380 mg). Starting materials: COC1=CC=C(C=C1C)C1=NSC2=C1C=C(C=C2)N2C(NC(=CC2=O)C(F)(F)F)=O (3-[3-(6-methoxy-m-tolyl)-1,2-benzisothiazol-5-yl]-6-(trifluoromethyl)-2,4(1H,3H)-pyrimidinedione), C([O-])([O-])=O.[K+].[K+] (potassium carbonate), IC (iodomethane). Solvent: CN(C=O)C (N,N-dimethylformamide). Run at time 4 hour. Product: COC1=CC=C(C=C1C)C1=NSC2=C1C=C(C=C2)N2C(N(C(=CC2=O)C(F)(F)F)C)=O (3-[3-(6-Methoxy-m-tolyl)-1,2-benzisothiazol-5-yl]-1-methyl-6-(trifluoromethyl)-2,4(1H,3H)-pyrimidinedione). The yield is 98.7%. Reaction SMILES: [CH3:1][O:2][C:3]1[C:8]([CH3:9])=[CH:7][C:6]([C:10]2[C:14]3[CH:15]=[C:16]([N:19]4[C:24](=[O:25])[CH:23]=[C:22]([C:26]([F:29])([F:28])[F:27])[NH:21][C:20]4=[O:30])[CH:17]=[CH:18][C:13]=3[S:12][N:11]=2)=[CH:5][CH:4]=1.[C:31](=O)([O-])[O-].[K+].[K+].IC>CN(C)C=O>[CH3:1][O:2][C:3]1[C:8]([CH3:9])=[CH:7][C:6]([C:10]2[C:14]3[CH:15]=[C:16]([N:19]4[C:24](=[O:25])[CH:23]=[C:22]([C:26]([F:28])([F:29])[F:27])[N:21]([CH3:31])[C:20]4=[O:30])[CH:17]=[CH:18][C:13]=3[S:12][N:11]=2)=[CH:5][CH:4]=1 |f:1.2.3|. Procedure: A mixture of 3-[3-(6-methoxy-m-tolyl)-1,2-benzisothiazol-5-yl]-6-(trifluoromethyl)-2,4(1H,3H)-pyrimidinedione (160 g, 0.369 mol), potassium carbonate (76.6 g, 0.554 mol) and iodomethane (34.5 mL, 0.554 mol) in N,N-dimethylformamide is stirred at room temperature for 4 hours, and poured onto ice. The resultant aqueous mixture is extracted with methylene chloride. The organic extract is diluted with hexanes, washed with water, dried over anhydrous magnesium sulfate, and concentrated in vacuo to ob...